Dataset: the Open Reaction Database (ORD), a public repository of structured organic reaction records. Task: describe an organic reaction: reactants, conditions, products, and yield Starting materials: CC(C)(C)OC(=O)N1CCC(N2CCCC2COC(=O)c2ccccc2)CC1, ClCCl, O=C(O)C(F)(F)F, [Na+], [Na+], O=C([O-])[O-]. The product is O=C(OCC1CCCN1C1CCNCC1)c1ccccc1. Reaction SMILES: [C:1]([O:2][C:3](=[O:4])[N:8]1[CH2:9][CH2:10][CH:11]([N:14]2[CH:15]([CH2:19][O:20][C:21]([c:22]3[cH:23][cH:24][cH:25][cH:26][cH:27]3)=[O:28])[CH2:16][CH2:17][CH2:18]2)[CH2:12][CH2:13]1)([CH3:5])([CH3:6])[CH3:7].[Cl:42][CH2:43][Cl:44].[F:29][C:30]([F:31])([F:32])[C:33]([OH:34])=[O:35].[Na+:36].[Na+:37].[O-:38][C:39](=[O:40])[O-:41]>>[NH:8]1[CH2:9][CH2:10][CH:11]([N:14]2[CH:15]([CH2:19][O:20][C:21]([c:22]3[cH:23][cH:24][cH:25][cH:26][cH:27]3)=[O:28])[CH2:16][CH2:17][CH2:18]2)[CH2:12][CH2:13]1.